From a dataset of the Open Reaction Database (ORD), a public repository of structured organic reaction records. describe an organic reaction: reactants, conditions, products, and yield Reactants: C(=O)([O-])[O-].[K+].[K+] (K2CO3), BrCC(=O)OCC (ethyl bromoacetate), C1(CCCC1)S (cyclopentanethiol). Solvent: CN(C)C=O (DMF), O (water). Reaction conditions: temperature 65 celsius. Yields the product C1(CCCC1)SCC(=O)OCC (Ethyl 2-(cyclopentylthio)acetate). As a reaction SMILES: C([O-])([O-])=O.[K+].[K+].Br[CH2:8][C:9]([O:11][CH2:12][CH3:13])=[O:10].[CH:14]1([SH:19])[CH2:18][CH2:17][CH2:16][CH2:15]1>CN(C=O)C.O>[CH:14]1([S:19][CH2:8][C:9]([O:11][CH2:12][CH3:13])=[O:10])[CH2:18][CH2:17][CH2:16][CH2:15]1 |f:0.1.2|. Reported procedure: Solid K2CO3 (9.01 g, 65.2 mmol) was added to a stirring solution of ethyl bromoacetate (5.16 mL, 46.6 mmol) and cyclopentanethiol (4.97 mL, 46.6 mmol) in DMF (25 mL). The resulting suspension was warmed at 65° C. for 4 hours. The reaction mixture was cooled to room temperature, diluted with water (100 mL) and extracted with hexanes (3×50 mL). The combined extract was washed with saturated brine (30 mL) and concentrated under vacuum to provide the title compound. 1H NMR (300 MHz, CDCl3) δ ppm 1.2... The reactants are ClCCl, CI, CCO, O, N#CSc1ccc(N)c(C(F)(F)F)c1. Yields the product CSc1ccc(N)c(C(F)(F)F)c1. RXN SMILES: [CH2:17]([Cl:18])[Cl:19].[CH3:15][I:16].[CH3:20][CH2:21][OH:22].[OH2:23].[S:1]([C:2]#[N:3])[c:4]1[cH:5][c:6]([C:11]([F:12])([F:13])[F:14])[c:7]([NH2:8])[cH:9][cH:10]1>>[S:1]([CH3:2])[c:4]1[cH:5][c:6]([C:11]([F:12])([F:13])[F:14])[c:7]([NH2:8])[cH:9][cH:10]1. The reactants are C1CCC2=NCCCN2CC1 (DBU), C(C)(C)S(=O)(=O)Cl (isopropylsulfonyl chloride), FC=1C=C(C=C(C1)F)C1C(CCC1)N (2-(3,5-difluoro-phenyl)-cyclopentylamine). Run in C(Cl)Cl (methylene chloride), C(Cl)Cl (methylene chloride). Run at temperature 0 celsius, time 60 minute. Yields the product FC1=C(C=CC(=C1)F)[C@@H]1[C@@H](CCC1)NS(=O)(=O)C(C)C ((+,−) Cis-propane-2-sulfonic Acid (2-(2,4-difluorophenyl)-cyclopentyl)-amide). As a reaction SMILES: [F:1][C:2]1[CH:3]=[C:4](C2CCCC2N)C=[C:6]([F:8])[CH:7]=1.[CH2:15]1[CH2:25][CH2:24][N:23]2[C:18](=NCCC2)[CH2:17][CH2:16]1.[CH:26]([S:29](Cl)(=[O:31])=[O:30])([CH3:28])[CH3:27]>C(Cl)Cl>[F:8][C:6]1[CH:7]=[C:2]([F:1])[CH:3]=[CH:4][C:18]=1[C@H:17]1[CH2:16][CH2:15][CH2:25][C@H:24]1[NH:23][S:29]([CH:26]([CH3:28])[CH3:27])(=[O:31])=[O:30]. Reported procedure: A 100 mL round bottom flask equipped with a magnetic stirrer was charged with (+,−) cis-[2-(3,5-difluoro-phenyl)-cyclopentylamine (83 mg, 0.42 mmol), methylene chloride (5.0 mL) and the solution cooled to 0° C. DBU (0.08 mL, 0.51 mmol) and isopropylsulfonyl chloride (0.06 mL, 0.51 mmol) were added. The reaction was then stirred at 0° C. for 60.0 minutes and brought to room temperature with stirring overnight. The reaction was diluted with methylene chloride and washed with 1N HCl, brine and the ... Starting materials: CCO, ClCCl, COc1ccc2ncc(F)c(CCN3CC(F)C(CN)C3)c2n1, O=Cc1ccc2c(n1)NC(=O)CS2. The product is COc1ccc2ncc(F)c(CCN3CC(F)C(CNCc4ccc5c(n4)NC(=O)CS5)C3)c2n1. RXN SMILES: [CH3:40][CH2:41][OH:42].[Cl:37][CH2:38][Cl:39].[F:1][CH:2]1[CH:3]([CH2:22][NH2:23])[CH2:4][N:5]([CH2:7][CH2:8][c:9]2[c:10]([F:21])[cH:11][n:12][c:13]3[cH:14][cH:15][c:16]([O:19][CH3:20])[n:17][c:18]23)[CH2:6]1.[O:24]=[C:25]1[CH2:26][S:27][c:28]2[c:29]([n:31][c:32]([CH:35]=[O:36])[cH:33][cH:34]2)[NH:30]1>>[F:1][CH:2]1[CH:3]([CH2:22][NH:23][CH2:35][c:32]2[n:31][c:29]3[c:28]([cH:34][cH:33]2)[S:27][CH2:26][C:25](=[O:24])[NH:30]3)[CH2:4][N:5]([CH2:7][CH2:8][c:9]2[c:10]([F:21])[cH:11][n:12][c:13]3[cH:14][cH:15][c:16]([O:19][CH3:20])[n:17][c:18]23)[CH2:6]1. Reactants: CC1=CC=C(C=C1)C=1C(=CC=CC1)S(=O)(=O)Cl (4'-methyl-2-biphenylsulphonyl chloride), Cl (Hydrochloric acid), [H-].[Na+] (Sodium hydride), NC1=NC=C(N=C1OC)Br (2-amino-5-bromo-3-methoxypyrazine). Run in COCCOC (DME), O (water), COCCOC (DME). Run at time 10 minute. Yields the product BrC=1N=C(C(=NC1)NS(=O)(=O)C=1C(=CC=CC1)C1=CC=C(C=C1)C)OC (N-(5-bromo-3-methoxy-2-pyrazinyl)-4'-methyl-2-biphenylsulphonamide). Isolated yield 37.3%. RXN SMILES: [H-].[Na+].[NH2:3][C:4]1[C:9]([O:10][CH3:11])=[N:8][C:7]([Br:12])=[CH:6][N:5]=1.[CH3:13][C:14]1[CH:19]=[CH:18][C:17]([C:20]2[C:21]([S:26](Cl)(=[O:28])=[O:27])=[CH:22][CH:23]=[CH:24][CH:25]=2)=[CH:16][CH:15]=1.Cl>COCCOC.O>[Br:12][C:7]1[N:8]=[C:9]([O:10][CH3:11])[C:4]([NH:3][S:26]([C:21]2[C:20]([C:17]3[CH:16]=[CH:15][C:14]([CH3:13])=[CH:19][CH:18]=3)=[CH:25][CH:24]=[CH:23][CH:22]=2)(=[O:28])=[O:27])=[N:5][CH:6]=1 |f:0.1|. Procedure: Sodium hydride (oil free; 0.053 g) was added to a solution of 2-amino-5-bromo-3-methoxypyrazine (0.151 g) in DME (5 ml). The solution was stirred for 10 minutes and then a solution of 4'-methyl-2-biphenylsulphonyl chloride (0.198 g) in DME (2 ml) was added. The solution was allowed to stand for 1 hour and then water (25 ml) was added. 2M Hydrochloric acid (2 ml) was added and the mixture was extracted eith ethyl acetate (2×25 ml). The extracts were washed with water (25 ml) and saturated sodium ... Reactants: CN(C)C(=S)Cl, CC1(C)CCC(=O)c2cc(O)ccc21, [K+], C1CCOC1, [OH-], O. The product is CN(C)C(=S)Oc1ccc2c(c1)C(=O)CCC2(C)C. As a reaction SMILES: [CH3:17][N:18]([C:19](=[S:20])[Cl:21])[CH3:22].[CH3:1][C:2]1([CH3:14])[CH2:3][CH2:4][C:5](=[O:13])[c:6]2[cH:7][c:8]([OH:12])[cH:9][cH:10][c:11]21.[K+:16].[O:24]1[CH2:25][CH2:26][CH2:27][CH2:28]1.[OH-:15].[OH2:23]>>[CH3:1][C:2]1([CH3:14])[CH2:3][CH2:4][C:5](=[O:13])[c:6]2[cH:7][c:8]([O:12][C:19]([N:18]([CH3:17])[CH3:22])=[S:20])[cH:9][cH:10][c:11]21. The reactants are ice, Cl (hydrochloric acid), CC(=O)C1=CC=C(C=C1)OC (4-methoxyacetophenone), [H-].[Na+] (sodium hydride), C(OCC)(OCC)=O (diethyl carbonate). Solvent: CN(C=O)C (dimethylformamide), CN(C=O)C (dimethylformamide). Run at temperature 25 celsius, time 30 minute. Yields the product C(C)OC(CC(=O)C1=CC=C(C=C1)OC)=O (3-(4-methoxy-phenyl)-3-oxo-propionic acid ethyl ester). The yield is 90.7%. Reaction SMILES: [CH3:1][C:2]([C:4]1[CH:9]=[CH:8][C:7]([O:10][CH3:11])=[CH:6][CH:5]=1)=[O:3].[H-].[Na+].[C:14](=O)([O:18]CC)[O:15][CH2:16][CH3:17].Cl>CN(C)C=O>[CH2:16]([O:15][C:14](=[O:18])[CH2:1][C:2]([C:4]1[CH:9]=[CH:8][C:7]([O:10][CH3:11])=[CH:6][CH:5]=1)=[O:3])[CH3:17] |f:1.2|. Procedure: To a solution of 4-methoxyacetophenone (100 g, 0.66 mol) in dry dimethylformamide (400 mL), 60% sodium hydride (34.3 g, 0.85 mol) was added slowly at 10° C. under a nitrogen atmosphere. This mixture was stirred at 25° C. for 30 minutes and again cooled to 10° C. This was added to solution of diethyl carbonate (94.5 g, 0.80 mol) and dissolved in minimum quantity of dry dimethylformamide at the same temperature. The mixture was then stirred at 25° C. for 5 to 6 hours and poured into ice cold water... Reactants: C1CCC2=NCCCN2CC1, COCCOC, NCc1ccccc1Cl, CS(=O)c1nc(N)nc(-n2cccn2)c1C#N. The product is N#Cc1c(NCc2ccccc2Cl)nc(N)nc1-n1cccn1. RXN SMILES: [CH2:27]1[CH2:28][CH2:29][C:30]2=[N:35][CH2:34][CH2:33][CH2:32][N:31]2[CH2:36][CH2:37]1.[CH3:38][O:39][CH2:40][CH2:41][O:42][CH3:43].[Cl:18][c:19]1[c:20]([CH2:21][NH2:22])[cH:23][cH:24][cH:25][cH:26]1.[NH2:1][c:2]1[n:3][c:4](-[n:13]2[n:14][cH:15][cH:16][cH:17]2)[c:5]([C:11]#[N:12])[c:6]([S:8]([CH3:9])=[O:10])[n:7]1>>[NH2:1][c:2]1[n:3][c:4](-[n:13]2[n:14][cH:15][cH:16][cH:17]2)[c:5]([C:11]#[N:12])[c:6]([NH:22][CH2:21][c:20]2[c:19]([Cl:18])[cH:26][cH:25][cH:24][cH:23]2)[n:7]1. The reactants are FC=1C=C(C(=O)O)C=CC1OC (3-fluoro-4-methoxybenzoic acid), S(=O)(Cl)Cl (thionyl chloride). Run in C1(=CC=CC=C1)C (toluene). The product is FC=1C=C(C(=O)Cl)C=CC1OC (3-fluoro-4-methoxybenzoyl chloride). RXN SMILES: [F:1][C:2]1[CH:3]=[C:4]([CH:8]=[CH:9][C:10]=1[O:11][CH3:12])[C:5](O)=[O:6].S(Cl)([Cl:15])=O>C1(C)C=CC=CC=1>[F:1][C:2]1[CH:3]=[C:4]([CH:8]=[CH:9][C:10]=1[O:11][CH3:12])[C:5]([Cl:15])=[O:6]. Procedure details: To a slurry of 3-fluoro-4-methoxybenzoic acid (30.0 g) in toluene (100 ml) was added thionyl chloride (25 ml). The reaction was heated under reflux for 2 hrs and then distilled. The residue was dried under high vacuum to give 32 g of 3-fluoro-4-methoxybenzoyl chloride. To a solution of 2-amino-2-methyl-1-propanol (35 ml) in dichloromethane (200 ml) was added a solution of the 3-fluoro-4-methoxybenzoyl chloride in dichloromethane (150 ml). The reaction mixture was stirred for 1 hr at ambient temp... The product is N1=CC=C(C=C1)CCN1N=CC(=C1)N (1-(2-pyridin-4-ylethyl)-1H-pyrazol-4-amine). Run in CO (MeOH). The reagents and catalysts are [Pd] (Pd/C). The yield is 50.9%. The reactants are [N+](=O)([O-])C=1C=NN(C1)CCC1=CC=NC=C1 (4-[2-(4-nitro-1H-pyrazol-1-yl)ethyl]pyridine). As a reaction SMILES: [N+:1]([C:4]1[CH:5]=[N:6][N:7]([CH2:9][CH2:10][C:11]2[CH:16]=[CH:15][N:14]=[CH:13][CH:12]=2)[CH:8]=1)([O-])=O>CO.[Pd]>[N:14]1[CH:15]=[CH:16][C:11]([CH2:10][CH2:9][N:7]2[CH:8]=[C:4]([NH2:1])[CH:5]=[N:6]2)=[CH:12][CH:13]=1. Procedure: A solution of 4-[2-(4-nitro-1H-pyrazol-1-yl)ethyl]pyridine (9.9 g; 34 mmol; 1.0 eq.) in MeOH (250 mL) in presence of a catalytic amount of Pd/C was hydrogenated under 14 bars of H2 at RT. After completion, the reaction mixture was filtered through a celite pad and concentrated. The crude was purified by flash chromatography on silica (DCM:MeOH, gradient from 100:0 to 80:20) to afford the title compound as a brown solid (3.26 g, 51%). MS (ESI+): 189.0 (purity 87.9%). 1H NMR (400 Mz, DMSO-d6) δ 84...